Dataset: the Open Reaction Database (ORD), a public repository of structured organic reaction records. Task: describe an organic reaction: reactants, conditions, products, and yield Starting materials: CC(C)(C)OC(=O)N(CC(=O)O)c1cccc(NC(=O)CN2N=C(C3CCCCC3)c3ccccc3N(CC(=O)C(C)(C)C)C2=O)c1, O=C(O)C(F)(F)F. Product: CC(C)(C)C(=O)CN1C(=O)N(CC(=O)Nc2cccc(NCC(=O)O)c2)N=C(C2CCCCC2)c2ccccc21. RXN SMILES: [C:1]([O:2][C:3](=[O:4])[N:8]([c:9]1[cH:10][c:11]([NH:15][C:16]([CH2:17][N:18]2[C:19](=[O:42])[N:20]([CH2:35][C:36]([C:37]([CH3:38])([CH3:39])[CH3:40])=[O:41])[c:21]3[c:22]([cH:31][cH:32][cH:33][cH:34]3)[C:23]([CH:25]3[CH2:26][CH2:27][CH2:28][CH2:29][CH2:30]3)=[N:24]2)=[O:43])[cH:12][cH:13][cH:14]1)[CH2:44][C:45](=[O:46])[OH:47])([CH3:5])([CH3:6])[CH3:7].[OH:48][C:49]([C:50]([F:51])([F:52])[F:53])=[O:54]>>[NH:8]([c:9]1[cH:10][c:11]([NH:15][C:16]([CH2:17][N:18]2[C:19](=[O:42])[N:20]([CH2:35][C:36]([C:37]([CH3:38])([CH3:39])[CH3:40])=[O:41])[c:21]3[c:22]([cH:31][cH:32][cH:33][cH:34]3)[C:23]([CH:25]3[CH2:26][CH2:27][CH2:28][CH2:29][CH2:30]3)=[N:24]2)=[O:43])[cH:12][cH:13][cH:14]1)[CH2:44][C:45](=[O:46])[OH:47]. The reactants are C1CCCCC1, O=C(O)C(Cl)CCl, OCCSC(F)(F)C(F)(F)C(F)(F)C(F)(F)F, O, Cc1ccc(S(=O)(=O)O)cc1. The product is O=C(OCCSC(F)(F)C(F)(F)C(F)(F)C(F)(F)F)C(Cl)CCl. Reaction SMILES: [CH2:37]1[CH2:38][CH2:39][CH2:40][CH2:41][CH2:42]1.[Cl:30][CH:31]([C:32](=[O:33])[OH:34])[CH2:35][Cl:36].[F:13][C:14]([C:15]([C:16]([C:17]([F:18])([F:19])[F:20])([F:21])[F:22])([F:23])[F:24])([S:25][CH2:26][CH2:27][OH:28])[F:29].[OH2:1].[c:2]1([CH3:3])[cH:4][cH:5][c:6]([S:7]([OH:8])(=[O:9])=[O:10])[cH:11][cH:12]1>>[F:13][C:14]([C:15]([C:16]([C:17]([F:18])([F:19])[F:20])([F:21])[F:22])([F:23])[F:24])([S:25][CH2:26][CH2:27][O:28][C:32]([CH:31]([Cl:30])[CH2:35][Cl:36])=[O:33])[F:29]. Reactants: C[C@@H]1C(NC2=C(O1)N=C(C(=C2)C2=CC=CC=C2)C2=CC=C(C=C2)C2(CCC2)NC(OC(C)(C)C)=O)=O ((R)-tert-butyl 1-(4-(3-methyl-2-oxo-7-phenyl-2,3-dihydro-1H-pyrido[2,3-b][1,4]oxazin-6-yl)phenyl)cyclobutylcarbamate), C([O-])([O-])=O.[K+].[K+] (potassium carbonate), IC (iodomethane). Run in CN(C)C=O (DMF), C(C)(=O)OCC (ethyl acetate). Reaction conditions: time 16 hour. The product is C(C)(C)(C)OC(NC1(CCC1)C1=CC=C(C=C1)C=1C(=CC2=C(O[C@@H](C(N2C)=O)C)N1)C1=CC=CC=C1)=O ((R)-tert-butyl(1-(4-(1,3-dimethyl-2-oxo-7-phenyl-2,3-dihydro-1H-pyrido[2,3-b][1,4]oxazin-6-yl)phenyl)cyclobutyl)carbamate). The yield is 32.1%. As a reaction SMILES: [CH3:1][C@H:2]1[O:7][C:6]2[N:8]=[C:9]([C:18]3[CH:23]=[CH:22][C:21]([C:24]4([NH:28][C:29](=[O:35])[O:30][C:31]([CH3:34])([CH3:33])[CH3:32])[CH2:27][CH2:26][CH2:25]4)=[CH:20][CH:19]=3)[C:10]([C:12]3[CH:17]=[CH:16][CH:15]=[CH:14][CH:13]=3)=[CH:11][C:5]=2[NH:4][C:3]1=[O:36].[C:37](=O)([O-])[O-].[K+].[K+].IC>CN(C=O)C.C(OCC)(=O)C>[C:31]([O:30][C:29](=[O:35])[NH:28][C:24]1([C:21]2[CH:22]=[CH:23][C:18]([C:9]3[C:10]([C:12]4[CH:13]=[CH:14][CH:15]=[CH:16][CH:17]=4)=[CH:11][C:5]4[N:4]([CH3:37])[C:3](=[O:36])[C@@H:2]([CH3:1])[O:7][C:6]=4[N:8]=3)=[CH:19][CH:20]=2)[CH2:25][CH2:26][CH2:27]1)([CH3:32])([CH3:34])[CH3:33] |f:1.2.3|. Reported procedure: A solution of (R)-tert-butyl 1-(4-(3-methyl-2-oxo-7-phenyl-2,3-dihydro-1H-pyrido[2,3-b][1,4]oxazin-6-yl)phenyl)cyclobutylcarbamate (100 mg, 0.206 mmol) in DMF (2 ml) was added potassium carbonate (85 mg) and iodomethane (15p1, 0.247 mmol). The reaction mixture was stirred at room temperature for 16 h then was diluted with ethyl acetate (20 ml). Washed with water, brine, and dried with Na2SO4, filtered and concentrated to give crude product which was purified by column (Biotage, size: 25 g) elute... The reactants are CC1=C(C=CC=C1)CSC1=[N+](C=CC=C1)[O-] (2-(2-methylphenylmethylthio)pyridine N-oxide), C1=CC(=CC(=C1)Cl)C(=O)OO (MCPBA). Run in C(Cl)(Cl)Cl (chloroform), C(Cl)(Cl)Cl (chloroform). Yields the product CC1=C(C=CC=C1)CS(=O)C1=[N+](C=CC=C1)[O-] (2-(2-Methylphenylmethylsulfinyl)pyridine N-oxide). Reaction SMILES: [CH3:1][C:2]1[CH:7]=[CH:6][CH:5]=[CH:4][C:3]=1[CH2:8][S:9][C:10]1[CH:15]=[CH:14][CH:13]=[CH:12][N+:11]=1[O-:16].C1C=C(Cl)C=C(C(OO)=[O:25])C=1>C(Cl)(Cl)Cl>[CH3:1][C:2]1[CH:7]=[CH:6][CH:5]=[CH:4][C:3]=1[CH2:8][S:9]([C:10]1[CH:15]=[CH:14][CH:13]=[CH:12][N+:11]=1[O-:16])=[O:25]. Reported procedure: To a vigorously stirred solution of 6.9 gm (0.03 mol) of 2-(2-methylphenylmethylthio)pyridine N-oxide in 50 ml of chloroform maintained at 0° to 10° C. is slowly added a solution of 6 gm (0.03 mol) MCPBA (85%) in 100 ml of chloroform. When addition is complete the temperature is allowed to rise to ambient. After sixteen hours the reaction solution is washed up in the manner described in Example 139. The reactants are CCOC(=O)C1=Cc2cc(Br)cc(Cl)c2OC1C(F)(F)F, CC(=O)[O-], CC(=O)[O-], CCOC(C)=O, CC(=O)[O-], CN(C)C=O, C=CC(N)=O, [Na+], [Pd+2], Cc1ccccc1P(c1ccccc1C)c1ccccc1C. Product: CCOC(=O)C1=Cc2cc(C=CC(N)=O)cc(Cl)c2OC1C(F)(F)F. RXN SMILES: [Br:1][c:2]1[cH:3][c:4]2[c:9]([c:10]([Cl:12])[cH:11]1)[O:8][CH:7]([C:13]([F:14])([F:15])[F:16])[C:6]([C:17](=[O:18])[O:19][CH2:20][CH3:21])=[CH:5]2.[C:54]([O-:55])(=[O:56])[CH3:57].[C:59]([O-:60])(=[O:61])[CH3:62].[CH2:63]([O:64][C:65](=[O:66])[CH3:67])[CH3:68].[CH3:45][C:46](=[O:47])[O-:48].[CH3:69][N:70]([CH3:71])[CH:72]=[O:73].[NH2:49][C:50](=[O:51])[CH:52]=[CH2:53].[Na+:44].[Pd+2:58].[c:22]1([CH3:23])[cH:24][cH:25][cH:26][cH:27][c:28]1[P:29]([c:30]1[cH:31][cH:32][cH:33][cH:34][c:35]1[CH3:36])[c:37]1[cH:38][cH:39][cH:40][cH:41][c:42]1[CH3:43]>>[c:2]1([CH:53]=[CH:52][C:50]([NH2:49])=[O:51])[cH:3][c:4]2[c:9]([c:10]([Cl:12])[cH:11]1)[O:8][CH:7]([C:13]([F:14])([F:15])[F:16])[C:6]([C:17](=[O:18])[O:19][CH2:20][CH3:21])=[CH:5]2. Starting materials: COC1=CC2=C(CCN(CC2)CC(=O)N(C)C)C=C1[N+](=O)[O-] (2-(7-methoxy-8-nitro-1,2,4,5-tetrahydro-benzo[d]azepin-3-yl)-N,N-dimethyl-acetamide). The reagents and catalysts are [Pd] (palladium). Solvent: CO (methanol). Reaction conditions: time 30 minute. Yields the product NC1=CC2=C(CCN(CC2)CC(=O)N(C)C)C=C1OC (2-(7-Amino-8-methoxy-1,2,4,5-tetrahydro-benzo[d]azepin-3-yl)-N,N-dimethyl-acetamide). Yield: 68.4%. RXN SMILES: [CH3:1][O:2][C:3]1[C:19]([N+:20]([O-])=O)=[CH:18][C:6]2[CH2:7][CH2:8][N:9]([CH2:12][C:13]([N:15]([CH3:17])[CH3:16])=[O:14])[CH2:10][CH2:11][C:5]=2[CH:4]=1>CO.[Pd]>[NH2:20][C:19]1[C:3]([O:2][CH3:1])=[CH:4][C:5]2[CH2:11][CH2:10][N:9]([CH2:12][C:13]([N:15]([CH3:17])[CH3:16])=[O:14])[CH2:8][CH2:7][C:6]=2[CH:18]=1. Procedure details: To a solution of 2-(7-methoxy-8-nitro-1,2,4,5-tetrahydro-benzo[d]azepin-3-yl)-N,N-dimethyl-acetamide (767 mg, 1.75 mmol) in methanol (30 mL) was added palladium 10% wt on Carbon (50% wet; 100 mg). The mixture was shaken in a Parr apparatus under an atmosphere of hydrogen (50 PSI) for 30 minutes. Filtration through Celite and evaporation of the solvent provided the crude product, which was purified by flash chromatography on SiO2 (MeOH/dichloromethane 0-6%) to give 2-(7-Amino-8-methoxy-1,2,4,5-te... Starting materials: CC1=CC=C(C=C1)S(=O)(=O)OC[C@@H]1OC2=C(C=CC=C2C=C1)C1=C(C=CC=C1Cl)Cl ([(2R)-8-(2,6-dichlorophenyl)-2H-chromen-2-yl]methyl 4-methylbenzenesulfonate), [H][H] (hydrogen). The reagents and catalysts are [Pt](=O)=O (platinum (IV) oxide). Run in C(C)(=O)OCC (ethyl acetate), C(C)O (ethanol). The product is CC1=CC=C(C=C1)S(=O)(=O)OC[C@@H]1OC2=C(C=CC=C2CC1)C1=C(C=CC=C1Cl)Cl ([(2R)-8-(2.6-dichlorophenyl)-3,4-dihydro-2H-chromen-2-yl]methyl 4-methylbenzenesulfonate). Isolated yield 64.6%. As a reaction SMILES: [CH3:1][C:2]1[CH:7]=[CH:6][C:5]([S:8]([O:11][CH2:12][C@H:13]2[CH:22]=[CH:21][C:20]3[C:15](=[C:16]([C:23]4[C:28]([Cl:29])=[CH:27][CH:26]=[CH:25][C:24]=4[Cl:30])[CH:17]=[CH:18][CH:19]=3)[O:14]2)(=[O:10])=[O:9])=[CH:4][CH:3]=1.[H][H]>C(OCC)(=O)C.C(O)C.[Pt](=O)=O>[CH3:1][C:2]1[CH:7]=[CH:6][C:5]([S:8]([O:11][CH2:12][C@H:13]2[CH2:22][CH2:21][C:20]3[C:15](=[C:16]([C:23]4[C:24]([Cl:30])=[CH:25][CH:26]=[CH:27][C:28]=4[Cl:29])[CH:17]=[CH:18][CH:19]=3)[O:14]2)(=[O:10])=[O:9])=[CH:4][CH:3]=1. Reported procedure: A solution of [(2R)-8-(2,6-dichlorophenyl)-2H-chromen-2-yl]methyl 4-methylbenzenesulfonate (0.846 g, 1.83 mmol) in ethyl acetate (10 mL) was added to a suspension of platinum (IV) oxide (45 mg, 0.198 mmol) in absolute ethanol (30 mL) and the mixture hydrogenated at 10 psi of hydrogen for 100 minutes. The reaction mixture was then filtered through celite and the filtrate concentrated under reduced pressure to afford a brown syrup. Purification by flash chromatography using a solvent gradient of 5... The reactants are [Al], O=[N+]([O-])c1cc(Br)cnc1O, CI, ClC(Cl)Cl. Product: COc1ncc(Br)cc1[N+](=O)[O-]. As a reaction SMILES: [Al:18].[Br:1][c:2]1[cH:3][c:4]([N+:9](=[O:10])[O-:11])[c:5]([OH:8])[n:6][cH:7]1.[CH3:12][I:13].[Cl:14][CH:15]([Cl:16])[Cl:17]>>[Br:1][c:2]1[cH:3][c:4]([N+:9](=[O:10])[O-:11])[c:5]([O:8][CH3:12])[n:6][cH:7]1. The reactants are resultant solution, [H-].[Al+3].[H-].[H-] (Aluminum hydride), FC1=CC=C(C=C1)C=1N=CN2C1C(NC1=CC=CC=C21)=O (3-(4-fluorophenyl)-4,5-dihydroimidazo[1,5-a]quinoxalin-4-one), [OH-].[Na+] (sodium hydroxide), [H-].[Al+3].[Li+].[H-].[H-].[H-] (lithium aluminum hydride). Run in CO (methanol). Run at time 24 hour. The product is FC1=CC=C(C=C1)C=1N=CN2C1CNC1=CC=CC=C21 (3-(4-Fluorophenyl)-4,5-dihydroimidazo[1,5-a]quinoxaline). RXN SMILES: [H-].[Al+3].[H-].[H-].[F:5][C:6]1[CH:11]=[CH:10][C:9]([C:12]2[N:13]=[CH:14][N:15]3[C:24]4[C:19](=[CH:20][CH:21]=[CH:22][CH:23]=4)[NH:18][C:17](=O)[C:16]=23)=[CH:8][CH:7]=1.[H-].[Al+3].[Li+].[H-].[H-].[H-].[OH-].[Na+]>CO>[F:5][C:6]1[CH:7]=[CH:8][C:9]([C:12]2[N:13]=[CH:14][N:15]3[C:24]4[C:19](=[CH:20][CH:21]=[CH:22][CH:23]=4)[NH:18][CH2:17][C:16]=23)=[CH:10][CH:11]=1 |f:0.1.2.3,5.6.7.8.9.10,11.12|. Procedure: Aluminum hydride (0.6M in THF, 80 ml) is added to 3-(4-fluorophenyl)-4,5-dihydroimidazo[1,5-a]quinoxalin-4-one (XXXV, EXAMPLE 246, 3.21 g) and the resulting solution is heated at reflux for 36 hr. After 24 hr, lithium aluminum hydride (600 mg) is added as starting material is still present After cooling to 20°-25°, methanol (12.1 ml) and sodium hydroxide (6N, 50.0 ml) are added successively and the resultant solution stirred for 30 min at 20°-25°. Aqueous workup (ethyl acetate, magnesium sulfate... Starting materials: CCOC(=O)C#CC(=O)OCC, CCO, COc1ccccc1C(=N)N(C)O. Product: CCOC(=O)CC1(C(=O)OCC)N=C(c2ccccc2OC)N(C)O1. As a reaction SMILES: [C:14](#[C:15][C:16](=[O:17])[O:18][CH2:19][CH3:20])[C:21](=[O:22])[O:23][CH2:24][CH3:25].[CH3:26][CH2:27][OH:28].[OH:1][N:2]([C:3]([c:4]1[c:5]([O:10][CH3:11])[cH:6][cH:7][cH:8][cH:9]1)=[NH:12])[CH3:13]>>[O:1]1[N:2]([CH3:13])[C:3]([c:4]2[c:5]([O:10][CH3:11])[cH:6][cH:7][cH:8][cH:9]2)=[N:12][C:14]1([CH2:15][C:16](=[O:17])[O:18][CH2:19][CH3:20])[C:21](=[O:22])[O:23][CH2:24][CH3:25].